describe an organic reaction: reactants, conditions, products, and yield From a dataset of the Open Reaction Database (ORD), a public repository of structured organic reaction records. Reactants: CC(C)(C)OC(=O)NCCCN, O=C([O-])[O-], CC#N, COC(=O)c1ccc([N+](=O)[O-])c(F)c1, [K+], [K+]. Yields the product COC(=O)c1ccc([N+](=O)[O-])c(NCCCNC(=O)OC(C)(C)C)c1. Reaction SMILES: [C:15](=[O:16])([O:17][C:18]([CH3:19])([CH3:20])[CH3:21])[NH:22][CH2:23][CH2:24][CH2:25][NH2:26].[C:27](=[O:28])([O-:29])[O-:30].[CH3:33][C:34]#[N:35].[F:1][c:2]1[cH:3][c:4]([C:5](=[O:6])[O:7][CH3:8])[cH:9][cH:10][c:11]1[N+:12](=[O:13])[O-:14].[K+:31].[K+:32]>>[c:2]1([NH:26][CH2:25][CH2:24][CH2:23][NH:22][C:15](=[O:16])[O:17][C:18]([CH3:19])([CH3:20])[CH3:21])[cH:3][c:4]([C:5](=[O:6])[O:7][CH3:8])[cH:9][cH:10][c:11]1[N+:12](=[O:13])[O-:14]. Starting materials: O=C([O-])[O-], C=C1CCN(C(=O)OC(C)(C)C)CC1, CN(C)C=O, B1C2CCCC1CCC2, CC(C)(C)OC(=O)N1CCC(CB2C3CCCC2CCC3)CC1, Cc1cc(Nc2ccn(COCC[Si](C)(C)C)n2)nc(Cl)n1, [K+], [K+], C1CCOC1, O, c1ccc([As](c2ccccc2)c2ccccc2)cc1. Product: Cc1cc(Nc2ccn(COCC[Si](C)(C)C)n2)nc(CC2CCN(C(=O)OC(C)(C)C)CC2)n1. Reaction SMILES: [C:65](=[O:66])([O-:67])[O-:68].[CH2:1]=[C:2]1[CH2:3][CH2:4][N:5]([C:8](=[O:9])[O:10][C:11]([CH3:12])([CH3:13])[CH3:14])[CH2:6][CH2:7]1.[CH3:99][N:100]([CH3:101])[CH:102]=[O:103].[CH:15]12[BH:16][CH:17]([CH2:18][CH2:19][CH2:20]1)[CH2:21][CH2:22][CH2:23]2.[CH:71]12[B:72]([CH2:73][CH:74]3[CH2:75][CH2:76][N:77]([C:78]([O:79][C:80]([CH3:81])([CH3:82])[CH3:83])=[O:84])[CH2:85][CH2:86]3)[CH:87]([CH2:88][CH2:89][CH2:90]1)[CH2:91][CH2:92][CH2:93]2.[Cl:24][c:25]1[n:26][c:27]([CH3:45])[cH:28][c:29]([NH:31][c:32]2[n:33][n:34]([CH2:37][O:38][CH2:39][CH2:40][Si:41]([CH3:42])([CH3:43])[CH3:44])[cH:35][cH:36]2)[n:30]1.[K+:69].[K+:70].[O:94]1[CH2:95][CH2:96][CH2:97][CH2:98]1.[OH2:104].[cH:46]1[cH:47][cH:48][c:49]([As:50]([c:51]2[cH:52][cH:53][cH:54][cH:55][cH:56]2)[c:57]2[cH:58][cH:59][cH:60][cH:61][cH:62]2)[cH:63][cH:64]1>>[CH2:1]([CH:2]1[CH2:3][CH2:4][N:5]([C:8](=[O:9])[O:10][C:11]([CH3:12])([CH3:13])[CH3:14])[CH2:6][CH2:7]1)[c:25]1[n:26][c:27]([CH3:45])[cH:28][c:29]([NH:31][c:32]2[n:33][n:34]([CH2:37][O:38][CH2:39][CH2:40][Si:41]([CH3:42])([CH3:43])[CH3:44])[cH:35][cH:36]2)[n:30]1. Starting materials: CCOC(=O)c1ccc(CC#N)o1, SCc1ccccc1, CCOCC, Cl. Yields the product CCOC(=O)c1ccc(CC(=N)SCc2ccccc2)o1, Cl. As a reaction SMILES: [C:2](#[N:3])[CH2:4][c:5]1[cH:6][cH:7][c:8]([C:10](=[O:11])[O:12][CH2:13][CH3:14])[o:9]1.[CH2:15]([c:16]1[cH:17][cH:18][cH:19][cH:20][cH:21]1)[SH:22].[CH3:23][CH2:24][O:25][CH2:26][CH3:27].[ClH:1]>>[C:2](=[NH:3])([CH2:4][c:5]1[cH:6][cH:7][c:8]([C:10](=[O:11])[O:12][CH2:13][CH3:14])[o:9]1)[S:22][CH2:15][c:16]1[cH:17][cH:18][cH:19][cH:20][cH:21]1.[ClH:1]. Reactants: CC1(NC(CC(C1)O)(C)C)C (2,2,6,6-tetramethylpiperidin-4-ol), C1C(C2=CC=CC=C2)O1 (styrene oxide), C(CCCCC)O (n-hexanol). The product is OC(CN1C(CC(CC1(C)C)O)(C)C)C1=CC=CC=C1 (1-[2-hydroxy-2-phenylethyl]-2,2,6,6-tetramethylpiperidin-4-ol). Reaction SMILES: [CH3:1][C:2]1([CH3:11])[CH2:7][CH:6]([OH:8])[CH2:5][C:4]([CH3:10])([CH3:9])[NH:3]1.[CH2:12]1[O:20][CH:13]1[C:14]1[CH:19]=[CH:18][CH:17]=[CH:16][CH:15]=1.C(O)CCCCC>>[OH:20][CH:13]([C:14]1[CH:19]=[CH:18][CH:17]=[CH:16][CH:15]=1)[CH2:12][N:3]1[C:4]([CH3:10])([CH3:9])[CH2:5][CH:6]([OH:8])[CH2:7][C:2]1([CH3:11])[CH3:1]. Reported procedure: A mixture of 3.14 parts of 2,2,6,6-tetramethylpiperidin-4-ol, 30 parts of styrene oxide and 30 parts of n-hexanol was heated at reflux for 18 hours. The n-hexanol solvent and unreacted styrene oxide were removed by distillation under reduced pressure. Crystallisation of the residue from cyclohexane gave 4.2 parts of 1-[2-hydroxy-2-phenylethyl]-2,2,6,6-tetramethylpiperidin-4-ol having a melting point of 123°C and the following elemental analysis by weight. Reactants: COC(=O)c1cc2c(Oc3ccc4[nH]ccc4c3)ccnc2cc1OC, Cl, [Li+], C1CCOC1, [OH-]. Product: COc1cc2nccc(Oc3ccc4[nH]ccc4c3)c2cc1C(=O)O. As a reaction SMILES: [CH3:1][O:2][C:3](=[O:4])[c:5]1[cH:6][c:7]2[c:8]([O:17][c:18]3[cH:19][c:20]4[cH:21][cH:22][nH:23][c:24]4[cH:25][cH:26]3)[cH:9][cH:10][n:11][c:12]2[cH:13][c:14]1[O:15][CH3:16].[ClH:29].[Li+:27].[O:30]1[CH2:31][CH2:32][CH2:33][CH2:34]1.[OH-:28]>>[O:2]=[C:3]([OH:4])[c:5]1[cH:6][c:7]2[c:8]([O:17][c:18]3[cH:19][c:20]4[cH:21][cH:22][nH:23][c:24]4[cH:25][cH:26]3)[cH:9][cH:10][n:11][c:12]2[cH:13][c:14]1[O:15][CH3:16]. Starting materials: C(C1=CC=CC=C1)C=1C=NC2=C(C=CC=C2C1C=1C=C(C=CC1)O)C(F)(F)F (3-[3-benzyl-8-(trifluoromethyl)quinolin-4-yl]phenol), BrC=1C=C(C(=O)OC)C=CC1 (methyl 3-bromobenzoate), CuO, C(=O)([O-])[O-].[K+].[K+] (K2CO3). The solvent is N1=CC=CC=C1 (pyridine), O (water). Reaction conditions: temperature 120 celsius. Product: C(C1=CC=CC=C1)C=1C=NC2=C(C=CC=C2C1C=1C=C(OC=2C=C(C(=O)OC)C=CC2)C=CC1)C(F)(F)F (METHYL 3-{3-[3-BENZYL-8-(TRIFLUOROMETHYL)QUINOLIN-4-YL]PHENOXY}BENZOATE). As a reaction SMILES: [CH2:1]([C:8]1[CH:9]=[N:10][C:11]2[C:16]([C:17]=1[C:18]1[CH:19]=[C:20]([OH:24])[CH:21]=[CH:22][CH:23]=1)=[CH:15][CH:14]=[CH:13][C:12]=2[C:25]([F:28])([F:27])[F:26])[C:2]1[CH:7]=[CH:6][CH:5]=[CH:4][CH:3]=1.Br[C:30]1[CH:31]=[C:32]([CH:37]=[CH:38][CH:39]=1)[C:33]([O:35][CH3:36])=[O:34].C([O-])([O-])=O.[K+].[K+]>N1C=CC=CC=1.O>[CH2:1]([C:8]1[CH:9]=[N:10][C:11]2[C:16]([C:17]=1[C:18]1[CH:19]=[C:20]([CH:21]=[CH:22][CH:23]=1)[O:24][C:30]1[CH:31]=[C:32]([CH:37]=[CH:38][CH:39]=1)[C:33]([O:35][CH3:36])=[O:34])=[CH:15][CH:14]=[CH:13][C:12]=2[C:25]([F:28])([F:26])[F:27])[C:2]1[CH:3]=[CH:4][CH:5]=[CH:6][CH:7]=1 |f:2.3.4|. Reported procedure: A mixture of 3-[3-benzyl-8-(trifluoromethyl)quinolin-4-yl]phenol (2.65 g, 7.0 mmol), methyl 3-bromobenzoate (3.01 g, 14.0 mmol), CuO (1.01 g, 12.6 mol), and K2CO3 (1.93 g, 14.0 mmol) in dry pyridine (17.5 mL) are heated under nitrogen at 120° C. for 48 h. The cooled reaction is diluted with water (100 mL) and extracted with ether (2×100 mL). The dried (MgSO4) extracts are concentrated to a dark oil which is chromatographed on silica gel using 20:80 ethyl acetate:hexane as eluent isolating the ti... Reactants: CCOC(=O)Cn1ccc2ccc(N)cc21, COC(=O)c1cccc(NC(=O)CN2N=C(C3CCCCC3)c3ccccc3N(CC(=O)C(C)(C)C)C2=O)c1. Product: CCOC(=O)CN1N=C(C2CCCCC2)c2ccccc2N(CC(=O)C(C)(C)C)C1=O. As a reaction SMILES: [CH2:40]([CH3:41])[O:42][C:43](=[O:44])[CH2:45][n:46]1[c:47]2[c:48]([cH:49][cH:50][c:51]([NH2:52])[cH:53]2)[cH:54][cH:55]1.[CH3:1][O:2][C:3](=[O:4])[c:5]1[cH:6][cH:7][cH:8][c:9]([NH:10][C:11]([CH2:12][N:13]2[C:14](=[O:37])[N:15]([CH2:30][C:31]([C:32]([CH3:33])([CH3:34])[CH3:35])=[O:36])[c:16]3[c:17]([cH:26][cH:27][cH:28][cH:29]3)[C:18]([CH:20]3[CH2:21][CH2:22][CH2:23][CH2:24][CH2:25]3)=[N:19]2)=[O:38])[cH:39]1>>[C:11]([CH2:12][N:13]1[C:14](=[O:37])[N:15]([CH2:30][C:31]([C:32]([CH3:33])([CH3:34])[CH3:35])=[O:36])[c:16]2[c:17]([cH:26][cH:27][cH:28][cH:29]2)[C:18]([CH:20]2[CH2:21][CH2:22][CH2:23][CH2:24][CH2:25]2)=[N:19]1)(=[O:38])[O:42][CH2:40][CH3:41]. Starting materials: [H-].[Na+] (sodium hydride), O (Water), C(N)(=O)C=1C=C2C(=CC=NC2=CC1OC)OC=1C=C2C=CNC2=CC1 (6-carbamoyl-4-(1H-indol-5-yloxy)-7-methoxyquinoline), FC1=C(C=CC(=C1)F)NC(OC1=CC=CC=C1)=O (phenyl N-(2,4-difluorophenyl)carbamate). The solvent is C(C)(=O)OCC (ethyl acetate), CN(C=O)C (N,N-dimethylformamide), O1CCCC1 (tetrahydrofuran). Conditions: time 15 minute. Product: C(N)(=O)C=1C=C2C(=CC=NC2=CC1OC)OC=1C=C2C=CN(C2=CC1)C(NC1=C(C=C(C=C1)F)F)=O (6-Carbamoyl-4-[1-(2,4-difluorophenylcarbamoyl)1H-indol-5-yloxy]-7-methoxyquinoline). The yield is 57.3%. Reaction SMILES: [C:1]([C:4]1[CH:5]=[C:6]2[C:11](=[CH:12][C:13]=1[O:14][CH3:15])[N:10]=[CH:9][CH:8]=[C:7]2[O:16][C:17]1[CH:18]=[C:19]2[C:23](=[CH:24][CH:25]=1)[NH:22][CH:21]=[CH:20]2)(=[O:3])[NH2:2].[H-].[Na+].[F:28][C:29]1[CH:34]=[C:33]([F:35])[CH:32]=[CH:31][C:30]=1[NH:36][C:37](=O)[O:38]C1C=CC=CC=1.O>CN(C)C=O.O1CCCC1.C(OCC)(=O)C>[C:1]([C:4]1[CH:5]=[C:6]2[C:11](=[CH:12][C:13]=1[O:14][CH3:15])[N:10]=[CH:9][CH:8]=[C:7]2[O:16][C:17]1[CH:18]=[C:19]2[C:23](=[CH:24][CH:25]=1)[N:22]([C:37](=[O:38])[NH:36][C:30]1[CH:31]=[CH:32][C:33]([F:35])=[CH:34][C:29]=1[F:28])[CH:21]=[CH:20]2)(=[O:3])[NH2:2] |f:1.2|. Procedure: After dissolving 6-carbamoyl-4-(1H-indol-5-yloxy)-7-methoxyquinoline (100 mg, 0.3 mmol) in N,N-dimethylformamide (0.5 ml), there was added sodium hydride (12 mg, 0.3 mmol) while cooling on ice and the mixture was stirred at room temperature for 15 minutes. After adding phenyl N-(2,4-difluorophenyl)carbamate (79 mg, 0.3150 mmol), the mixture was stirred at room temperature for 2 hours. Water was added to the reaction solution, extraction was performed with ethyl acetate and tetrahydrofuran, the e...